This data is from the Open Reaction Database (ORD), a public repository of structured organic reaction records. The task is: describe an organic reaction: reactants, conditions, products, and yield The reactants are N1C=C(C2=CC=CC=C12)C=CC=O (3-(3-indolyl)acrolein), NC=1SC=2CCNCCC2N1 (2-amino-4,5,7,8-tetrahydro-6H- thiazolo[5,4-d]azepine), C(#N)[BH3-].[Na+] (sodium cyanoborohydride). Product: NC=1SC=2CCN(CCC2N1)CC=CC1=CNC2=CC=CC=C12 (2-Amino-6-(3-(3-indolyl)allyl)-4,5,7,8-tetrahydro-6H-thiazolo[5,4-d]azepin). Yield: 11.0%. Reaction SMILES: [NH:1]1[C:9]2[C:4](=[CH:5][CH:6]=[CH:7][CH:8]=2)[C:3]([CH:10]=[CH:11][CH:12]=O)=[CH:2]1.[NH2:14][C:15]1[S:16][C:17]2[CH2:18][CH2:19][NH:20][CH2:21][CH2:22][C:23]=2[N:24]=1.C([BH3-])#N.[Na+]>>[NH2:14][C:15]1[S:16][C:17]2[CH2:18][CH2:19][N:20]([CH2:12][CH:11]=[CH:10][C:3]3[C:4]4[C:9](=[CH:8][CH:7]=[CH:6][CH:5]=4)[NH:1][CH:2]=3)[CH2:21][CH2:22][C:23]=2[N:24]=1 |f:2.3|. Reported procedure: Prepared from 3-(3-indolyl)acrolein and 1 equivalent of 2-amino-4,5,7,8-tetrahydro-6H- thiazolo[5,4-d]azepine by reductive amination with 0.9 equivalents of sodium cyanoborohydride. Purification of the crude product by column chromatography is carried out using neutral aluminium oxide of activity stage I (toluene/ethyl acetate/ethanol=4:1:0.5). Yield: 11% of theory, Melting point: 155°-160° C. Starting materials: C(C)(C)(C)C=1C=C(C=CC1O)CCC(=O)OC (methyl 3-(3-tert-butyl-4-hydroxyphenyl)propionate), C(C)C(CO)CCCC (2-ethylhexylalcohol). Reagents/catalysts: C(CCC)[Sn](CCCC)=O (dibutyltin oxide). Run in C1(=CC=CC=C1)C (toluene), C1(=CC=CC=C1)C (toluene). Conditions: temperature 140 celsius, time 10 hour. Yields the product C(C)(C)(C)C=1C=C(C=CC1O)CCC(=O)OCC(CCCC)CC (2-ethylhexyl 3-(3-tert-butyl-4-hydroxyphenyl)propionate). Isolated yield 94.6%. RXN SMILES: [C:1]([C:5]1[CH:6]=[C:7]([CH2:12][CH2:13][C:14]([O:16][CH3:17])=[O:15])[CH:8]=[CH:9][C:10]=1[OH:11])([CH3:4])([CH3:3])[CH3:2].[CH2:18]([CH:20]([CH2:23][CH2:24][CH2:25][CH3:26])CO)[CH3:19]>C([Sn](=O)CCCC)CCC.C1(C)C=CC=CC=1>[C:1]([C:5]1[CH:6]=[C:7]([CH2:12][CH2:13][C:14]([O:16][CH2:17][CH:20]([CH2:18][CH3:19])[CH2:23][CH2:24][CH2:25][CH3:26])=[O:15])[CH:8]=[CH:9][C:10]=1[OH:11])([CH3:4])([CH3:2])[CH3:3]. Procedure: A mixture of 45 g of methyl 3-(3-tert-butyl-4-hydroxyphenyl)propionate, 24.7 g of 2-ethylhexylalcohol, 0.5 g of dibutyltin oxide and 50 ml of toluene was heated to 140° C., whereto toluene was further added while the solvent was being distilled off. After the mixture was stirred for 10 hours, toluene was distilled off. The obtained residue was purified by silica gel column chromatography to give 60 g of 2-ethylhexyl 3-(3-tert-butyl-4-hydroxyphenyl)propionate as a pale yellow oily substance. Starting materials: FC1=CC=C(C=C1)[N+](=O)[O-] (1-fluoro-4-nitrobenzene), C(CC)N1CCNCCC1 (hexahydro-1-propyl-1H-1,4-diazepine). Yields the product [N+](=O)([O-])C1=CC=C(C=C1)N1CCN(CCC1)CCC (Hexahydro-1-(4-nitrophenyl)-4-propyl-1H-1,4-diazepine). RXN SMILES: F[C:2]1[CH:7]=[CH:6][C:5]([N+:8]([O-:10])=[O:9])=[CH:4][CH:3]=1.[CH2:11]([N:14]1[CH2:20][CH2:19][CH2:18][NH:17][CH2:16][CH2:15]1)[CH2:12][CH3:13]>>[N+:8]([C:5]1[CH:6]=[CH:7][C:2]([N:17]2[CH2:18][CH2:19][CH2:20][N:14]([CH2:11][CH2:12][CH3:13])[CH2:15][CH2:16]2)=[CH:3][CH:4]=1)([O-:10])=[O:9]. Reported procedure: In a manner similar to Preparation 2, react 1-fluoro-4-nitrobenzene with hexahydro-1-propyl-1H-1,4-diazepine to obtain the title compound. The reactants are C(C1=CC=CC=C1)N1CC(C(C1)C1=CC=CC=C1)C=O (1-Benzyl-3-(SR)-formyl-4-(SR)-phenylpyrrolidine), C1(=CC=CC=C1)C1CCNCCC1 (4-phenyl-perhydro-azepine), C(C)(=O)O[BH-](OC(C)=O)OC(C)=O.[Na+] (sodium triacetoxyborohydride). Product: C(C1=CC=CC=C1)N1CC(C(C1)C1=CC=CC=C1)CN1CCC(CCC1)C1=CC=CC=C1 (1-Benzyl-3-(SR)-(4-phenyl-perhydro-azepin-1-ylmethyl)-4-(SR)-phenylpyrrolidine). Isolated yield 58.7%. As a reaction SMILES: [CH2:1]([N:8]1[CH2:12][CH:11]([C:13]2[CH:18]=[CH:17][CH:16]=[CH:15][CH:14]=2)[CH:10]([CH:19]=O)[CH2:9]1)[C:2]1[CH:7]=[CH:6][CH:5]=[CH:4][CH:3]=1.[C:21]1([CH:27]2[CH2:33][CH2:32][CH2:31][NH:30][CH2:29][CH2:28]2)[CH:26]=[CH:25][CH:24]=[CH:23][CH:22]=1.C(O[BH-](OC(=O)C)OC(=O)C)(=O)C.[Na+]>>[CH2:1]([N:8]1[CH2:12][CH:11]([C:13]2[CH:18]=[CH:17][CH:16]=[CH:15][CH:14]=2)[CH:10]([CH2:19][N:30]2[CH2:31][CH2:32][CH2:33][CH:27]([C:21]3[CH:26]=[CH:25][CH:24]=[CH:23][CH:22]=3)[CH2:28][CH2:29]2)[CH2:9]1)[C:2]1[CH:7]=[CH:6][CH:5]=[CH:4][CH:3]=1 |f:2.3|. Reported procedure: The title compound was prepared from 20 mg of 1-Benzyl-3-(SR)-formyl-4-(SR)-phenylpyrrolidine, 13 mg of 4-phenyl-perhydro-azepine and 25 mg of sodium triacetoxyborohydride using a procedure analogous to that described in Example 9, Step B to provide 18.5 mg of the title compound. RF : 0.37 (50% EtOAc in hexanes). 1H NMR (300 MHz, CDCl3): δ1.48-1.83 (m, 6H), 2.37-2.69 (m, 10H), 2.88-3.01 (m, 3H), 3.67 (ABq, J=13 Hz, 2H), 7.09-7.39 (m, 15H). Mass Spectrum (CI): 425.3 (M+H). Starting materials: O=C([O-])[O-], CCOC(OCC)c1ccc(C2Nc3cccc4c(=O)[nH]nc(c34)C2c2ccc(C(=O)N3CCN(C(=O)C4CC4)CC3)cc2)cc1, Cl, [K+], [K+]. Product: O=Cc1ccc(C2Nc3cccc4c(=O)[nH]nc(c34)C2c2ccc(C(=O)N3CCN(C(=O)C4CC4)CC3)cc2)cc1. Reaction SMILES: [C:47](=[O:48])([O-:49])[O-:50].[CH:1]1([C:4](=[O:5])[N:6]2[CH2:7][CH2:8][N:9]([C:12](=[O:13])[c:14]3[cH:15][cH:16][c:17]([CH:20]4[CH:21]([c:34]5[cH:35][cH:36][c:37]([CH:40]([O:41][CH2:45][CH3:46])[O:42][CH2:43][CH3:44])[cH:38][cH:39]5)[NH:22][c:23]5[c:24]6[c:25]4[n:26][nH:27][c:28](=[O:33])[c:29]6[cH:30][cH:31][cH:32]5)[cH:18][cH:19]3)[CH2:10][CH2:11]2)[CH2:2][CH2:3]1.[ClH:53].[K+:51].[K+:52]>>[CH:1]1([C:4](=[O:5])[N:6]2[CH2:7][CH2:8][N:9]([C:12](=[O:13])[c:14]3[cH:15][cH:16][c:17]([CH:20]4[CH:21]([c:34]5[cH:35][cH:36][c:37]([CH:40]=[O:41])[cH:38][cH:39]5)[NH:22][c:23]5[c:24]6[c:25]4[n:26][nH:27][c:28](=[O:33])[c:29]6[cH:30][cH:31][cH:32]5)[cH:18][cH:19]3)[CH2:10][CH2:11]2)[CH2:2][CH2:3]1. Starting materials: ClC1=NC=C(C#N)C=C1 (6-Chloronicotinonitrile), C(C)(=O)NC1CCNCC1 (4-acetylaminopiperidine). The solvent is C(CC(C)C)O (isoamyl alcohol). Run at temperature 140 celsius. Yields the product C(#N)C=1C=CC(=NC1)N1CCC(CC1)NC(C)=O (N-(1-(5-cyanopyridin-2-yl)piperidin-4-yl)acetamide). Yield: 58.5%. RXN SMILES: Cl[C:2]1[CH:9]=[CH:8][C:5]([C:6]#[N:7])=[CH:4][N:3]=1.[C:10]([NH:13][CH:14]1[CH2:19][CH2:18][NH:17][CH2:16][CH2:15]1)(=[O:12])[CH3:11]>C(O)CC(C)C>[C:6]([C:5]1[CH:8]=[CH:9][C:2]([N:17]2[CH2:18][CH2:19][CH:14]([NH:13][C:10](=[O:12])[CH3:11])[CH2:15][CH2:16]2)=[N:3][CH:4]=1)#[N:7]. Procedure: 6-Chloronicotinonitrile (300 mg, 2.1 mmol) and 4-acetylaminopiperidine (610 mg, 4.33 mmol) were taken in isoamyl alcohol (15 mL) and the mixture was heated to 140° C. for 2 h. Reaction mixture was cooled to room temperature and the solvent was evaporated under reduced pressure. The crude product was purified by column chromatography (silica gel 60-120 mesh, eluent 5% MeOH in CHCl3) to afford N-(1-(5-cyanopyridin-2-yl)piperidin-4-yl)acetamide (300 mg, yield 57%) as white solid. 1H NMR (400 MHz, D...